Dataset: the Open Reaction Database (ORD), a public repository of structured organic reaction records. Task: describe an organic reaction: reactants, conditions, products, and yield The reactants are CC1(OC(C(O1)=CC(=O)Cl)=O)C ((2,2-dimethyl-5-oxo-[1,3]dioxolan-4-ylidene)-acetyl chloride), C(C)(C)OC1=C(CNOC)C=CC=C1 (N-(2-isopropoxy-benzyl)-O-methyl-hydroxylamine), compound 1-A. The product is CC1(OC(C(O1)=CC(=O)N(OC)CC1=C(C=CC=C1)OC(C)C)=O)C (2-(2,2-Dimethyl-5-oxo-[1,3]dioxolan-4-ylidene)-N-(2-isopropoxy-benzyl)-N-methoxy-acetamide). Yield: 93.0%. RXN SMILES: [CH3:1][C:2]1([CH3:12])[O:6][C:5](=[CH:7][C:8](Cl)=[O:9])[C:4](=[O:11])[O:3]1.[CH:13]([O:16][C:17]1[CH:26]=[CH:25][CH:24]=[CH:23][C:18]=1[CH2:19][NH:20][O:21][CH3:22])([CH3:15])[CH3:14]>>[CH3:1][C:2]1([CH3:12])[O:6][C:5](=[CH:7][C:8]([N:20]([CH2:19][C:18]2[CH:23]=[CH:24][CH:25]=[CH:26][C:17]=2[O:16][CH:13]([CH3:15])[CH3:14])[O:21][CH3:22])=[O:9])[C:4](=[O:11])[O:3]1. Procedure details: Reaction of (2,2-dimethyl-5-oxo-[1,3]dioxolan-4-ylidene)-acetyl chloride with N-(2-isopropoxy-benzyl)-O-methyl-hydroxylamine as described in the preparation of compound 1-A gave the title amide as white crystals (93% yield): mp 103° C. (ethyl acetate-hexane). 1HNMR 400 MHz (CDCl3) δ (ppm): 1.34 (6H, d, J=6.0 Hz, CH3), 1.75 (6H, s, CH3), 3.68 (3H, s, OCH3), 4.60 (1H, m, CH), 4.95 (2H, broad s, NCH2), 6.44 (1H, s, CH), 6.89 (2H, m, aromatics), 7.2-7.3 (2H, m, aromatics). Anal. calcd for C18H23NO6:...